Dataset: the Open Reaction Database (ORD), a public repository of structured organic reaction records. Task: describe an organic reaction: reactants, conditions, products, and yield The reactants are [H-].[Na+] (sodium hydride), C(C=O)(=O)OCC (ethyl glyoxalate), COC(C1=CN=C(C(=C1)[N+](=O)[O-])Cl)=O (6-chloro-5-nitro-nicotinic acid methyl ester). Run in O1CCOCC1 (dioxan), O1CCOCC1 (dioxan). Run at temperature 50 celsius, time 30 minute. Product: COC(C1=CN=C(C(=C1)[N+](=O)[O-])OCC(=O)OCC)=O (6-Ethoxycarbonylmethoxy-5-nitro-nicotinic acid methyl ester). Isolated yield 68.2%. As a reaction SMILES: [C:1]([O:5][CH2:6][CH3:7])(=[O:4])[CH:2]=[O:3].[H-].[Na+].[CH3:10][O:11][C:12](=[O:23])[C:13]1[CH:18]=[C:17]([N+:19]([O-:21])=[O:20])[C:16](Cl)=[N:15][CH:14]=1>O1CCOCC1>[CH3:10][O:11][C:12](=[O:23])[C:13]1[CH:18]=[C:17]([N+:19]([O-:21])=[O:20])[C:16]([O:3][CH2:2][C:1]([O:5][CH2:6][CH3:7])=[O:4])=[N:15][CH:14]=1 |f:1.2|. Procedure details: A solution of ethyl glyoxalate (2.80 g) in dry dioxan (100 mL), cooled in ice, was treated with sodium hydride (60% dispersion in oil; 1.30 g) and the mixture was heated at 50° C. for 30 minutes and cooled in ice. A solution of 6-chloro-5-nitro-nicotinic acid methyl ester (5.25 g) [prepared as described by A. H. Berrie et al. J. Chem. Soc. 2590-2594 (1951)] in dioxan (40 mL) was added and the solution was stirred at 0° C. for 30 minutes and then at room temperature overnight. The reaction mixtur...